This data is from the Open Reaction Database (ORD), a public repository of structured organic reaction records. The task is: describe an organic reaction: reactants, conditions, products, and yield The reactants are COC(=O)c1ccc(Cc2cn(-c3ccccn3)c3cc(Cl)ccc3c2=O)cc1, [Li+], C1CCOC1, [OH-], O, O. Yields the product O=C(O)c1ccc(Cc2cn(-c3ccccn3)c3cc(Cl)ccc3c2=O)cc1. As a reaction SMILES: [CH3:1][O:2][C:3]([c:4]1[cH:5][cH:6][c:7]([CH2:10][c:11]2[cH:12][n:13](-[c:23]3[n:24][cH:25][cH:26][cH:27][cH:28]3)[c:14]3[cH:15][c:16]([Cl:22])[cH:17][cH:18][c:19]3[c:20]2=[O:21])[cH:8][cH:9]1)=[O:29].[Li+:32].[O:33]1[CH2:34][CH2:35][CH2:36][CH2:37]1.[OH-:31].[OH2:30].[OH2:38]>>[O:2]=[C:3]([c:4]1[cH:5][cH:6][c:7]([CH2:10][c:11]2[cH:12][n:13](-[c:23]3[n:24][cH:25][cH:26][cH:27][cH:28]3)[c:14]3[cH:15][c:16]([Cl:22])[cH:17][cH:18][c:19]3[c:20]2=[O:21])[cH:8][cH:9]1)[OH:29]. Reactants: Cl (HCl), C(C)OC(=O)C1=CN(C2=CC=C(C=C2C1=O)C(C)=O)CC1=CC=C(C=C1)F (1-(4-fluorophenyl)methyl-1,4-dihydro-6-acetyl-4-oxoquinoline-3-carboxylic acid ethyl ester), [OH-].[Na+] (NaOH), O (water). Solvent: C(C)O (ethanol). Product: FC1=CC=C(C=C1)CN1C=C(C(C2=CC(=CC=C12)C(C)=O)=O)C(=O)O (1-(4-fluorophenyl)methyl-1,4-dihydro-6-acetyl-4-oxoquinoline-3-carboxylic acid). The yield is 81.6%. RXN SMILES: C([O:3][C:4]([C:6]1[C:15](=[O:16])[C:14]2[C:9](=[CH:10][CH:11]=[C:12]([C:17](=[O:19])[CH3:18])[CH:13]=2)[N:8]([CH2:20][C:21]2[CH:26]=[CH:25][C:24]([F:27])=[CH:23][CH:22]=2)[CH:7]=1)=[O:5])C.[OH-].[Na+].O.Cl>C(O)C>[F:27][C:24]1[CH:23]=[CH:22][C:21]([CH2:20][N:8]2[C:9]3[C:14](=[CH:13][C:12]([C:17](=[O:19])[CH3:18])=[CH:11][CH:10]=3)[C:15](=[O:16])[C:6]([C:4]([OH:5])=[O:3])=[CH:7]2)=[CH:26][CH:25]=1 |f:1.2|. Procedure details: A solution of compound 9 (0.46 g, 1.3 mmol) and 20% aqueous NaOH (4.3 mL) in ethanol (3 mL) was stirred for 18 hours at room temperature, then was poured into water (100 mL) and treated with 1N HCl until pH 3. The precipitate was filtered, washed with dry ethanol and light petroleum ether to give compound 12 (0.36 g, 88%); mp 206-208° C. (washed with dry ethanol).